From a dataset of the Open Reaction Database (ORD), a public repository of structured organic reaction records. describe an organic reaction: reactants, conditions, products, and yield The reactants are COC(=O)C1=CC=C(C=C1)C1=CC(=C(C=C1)O[C@@H](CCCCCC)C)N(C)C ((R)-Methyl-3'-(N,N-dimethylamino)-4'-(1-methylheptyloxy)-4-biphenylcarboxylate), [N+](=O)([O-])[O-].[Na+] (sodium nitrate), Cl (HCl), Cl (HCl), CC(=O)OC(=O)C (Ac2O). Reagents/catalysts: C(C)(=O)OC(C)=O (Acetic anhydride). The solvent is CCOCC (ether), ClCCl (dichloromethane), O (water). Run at time 15 minute. Yields the product COC(=O)C1=CC=C(C=C1)C1=C(C=C(C(=C1)N(C)C)O[C@@H](CCCCCC)C)[N+](=O)[O-] ((R)-Methyl-2'-(nitro)-4'-(1-methylheptyloxy)-5'-(N,N-dimethylamino)-4-biphenylcarboxylate). The yield is 43.1%. Reaction SMILES: [CH3:1][O:2][C:3]([C:5]1[CH:10]=[CH:9][C:8]([C:11]2[CH:16]=[CH:15][C:14]([O:17][C@H:18]([CH3:25])[CH2:19][CH2:20][CH2:21][CH2:22][CH2:23][CH3:24])=[C:13]([N:26]([CH3:28])[CH3:27])[CH:12]=2)=[CH:7][CH:6]=1)=[O:4].[N+:29]([O-])([O-:31])=[O:30].[Na+].Cl.CC(OC(C)=O)=O>C(OC(=O)C)(=O)C.CCOCC.ClCCl.O>[CH3:1][O:2][C:3]([C:5]1[CH:10]=[CH:9][C:8]([C:11]2[CH:12]=[C:13]([N:26]([CH3:28])[CH3:27])[C:14]([O:17][C@H:18]([CH3:25])[CH2:19][CH2:20][CH2:21][CH2:22][CH2:23][CH3:24])=[CH:15][C:16]=2[N+:29]([O-:31])=[O:30])=[CH:7][CH:6]=1)=[O:4] |f:1.2|. Procedure: Acetic anhydride (3 drops) was added to a stirred solution of compound 63 (75 mg, 0.195 mmol), sodium nitrate (17 mg, 0.205 mmol), water (0.3 ml), concentrated HCl (0.16 ml), dichloromethane (0.5 ml), and ether (3 ml). The reaction mixture was stirred for 15 minutes and then more HCl and Ac2O were added until the solution changed color to a bright yellow. After the color had changed, the reaction mixture was stirred for an additional three hours, and then the organic layer was separated, washed ... The reactants are BrC=1C(=CC2=C(C=3N(C4CC2C4)C(=C(N3)C(=O)OC)CC3=CC=NN3C)C1)F (methyl 10-bromo-9-fluoro-3-((1-methyl-1H-pyrazol-5-yl)methyl)-6,7-dihydro-5H-5,7-methanobenzo[c]imidazo[1,2-a]azepine-2-carboxylate), [H][H] (hydrogen), BrC=1C(=CC2=C(C=3N(CCO2)C(=C(N3)C(=O)OC)C(C3=CC=NN3C)O)C1)F (Methyl 10-bromo-9-fluoro-3-(hydroxy(1-methyl-1H-pyrazol-5-yl)methyl)-5,6-dihydrobenzo[f]imidazo[1,2-d][1,4]oxazepine-2-carboxylate), CS(=O)(=O)Cl (methanesulfonyl chloride). The reagents and catalysts are [Pd] (palladium on carbon). Yields the product BrC=1C(=CC2=C(C=3N(CCO2)C(=C(N3)C(=O)OC)CC3=CC=NN3C)C1)F (Methyl 10-bromo-9-fluoro-3-((1-methyl-1H-pyrazol-5-yl)methyl)-5,6-dihydrobenzo[f]imidazo[1,2-d][1,4]oxazepine-2-carboxylate), titled crude product. As a reaction SMILES: BrC1C(F)=CC2C3CC(C3)N3C(CC4N(C)N=CC=4)=C(C(OC)=O)N=C3C=2C=1.[Br:29][C:30]1[C:31]([F:56])=[CH:32][C:33]2[O:39][CH2:38][CH2:37][N:36]3[C:40]([CH:47](O)[C:48]4[N:52]([CH3:53])[N:51]=[CH:50][CH:49]=4)=[C:41]([C:43]([O:45][CH3:46])=[O:44])[N:42]=[C:35]3[C:34]=2[CH:55]=1.CS(Cl)(=O)=O.[H][H]>[Pd]>[Br:29][C:30]1[C:31]([F:56])=[CH:32][C:33]2[O:39][CH2:38][CH2:37][N:36]3[C:40]([CH2:47][C:48]4[N:52]([CH3:53])[N:51]=[CH:50][CH:49]=4)=[C:41]([C:43]([O:45][CH3:46])=[O:44])[N:42]=[C:35]3[C:34]=2[CH:55]=1. Reported procedure: Methyl 10-bromo-9-fluoro-3-((1-methyl-1H-pyrazol-5-yl)methyl)-5,6-dihydrobenzo[f]imidazo[1,2-d][1,4]oxazepine-2-carboxylate was prepared similarly to methyl 10-bromo-9-fluoro-3-((1-methyl-1H-pyrazol-5-yl)methyl)-6,7-dihydro-5H-5,7-methanobenzo[c]imidazo[1,2-a]azepine-2-carboxylate. Methyl 10-bromo-9-fluoro-3-(hydroxy(1-methyl-1H-pyrazol-5-yl)methyl)-5,6-dihydrobenzo[f]imidazo[1,2-d][1,4]oxazepine-2-carboxylate was reacted with methanesulfonyl chloride followed by palladium on carbon and hydrogen... The reactants are Cl(=O)[O-].[Na+] (sodium chlorite), aqueous solution, P(=O)(O)(O)[O-].[Na+] (sodium dihydrogen phosphate), P(=O)(O)([O-])[O-].[Na+].[Na+] (disodium hydrogen phosphate), C(C1=CC=CC=C1)OC1=CC(=CC=2C(C3=CC=CC(=C3C(C12)=O)OCC1=CC=CC=C1)=O)CO (1,8-dibenzyloxy-3-(hydroxymethyl)anthraquinone), P(O)(O)(O)=O (Phosphoric acid), Cl[O-].[Na+] (sodium hypochlorite). Solvent: O (water), O (water), C(C)#N (acetonitrile). Run at temperature 35 celsius. Product: C(C1=CC=CC=C1)OC1=CC(=CC=2C(C3=CC=CC(=C3C(C12)=O)OCC1=CC=CC=C1)=O)C(=O)O (1,8-dibenzyloxyanthraquinone-3-carboxylic acid). Isolated yield 98.0%. Reaction SMILES: P([O-])(O)(O)=O.[Na+].P([O-])([O-])(O)=O.[Na+].[Na+].[CH2:14]([O:21][C:22]1[C:35]2[C:34](=[O:36])[C:33]3[C:28](=[CH:29][CH:30]=[CH:31][C:32]=3[O:37][CH2:38][C:39]3[CH:44]=[CH:43][CH:42]=[CH:41][CH:40]=3)[C:27](=[O:45])[C:26]=2[CH:25]=[C:24]([CH2:46][OH:47])[CH:23]=1)[C:15]1[CH:20]=[CH:19][CH:18]=[CH:17][CH:16]=1.Cl([O-])=[O:49].[Na+].Cl[O-].[Na+].P(=O)(O)(O)O>C(#N)C.O>[CH2:14]([O:21][C:22]1[C:35]2[C:34](=[O:36])[C:33]3[C:28](=[CH:29][CH:30]=[CH:31][C:32]=3[O:37][CH2:38][C:39]3[CH:44]=[CH:43][CH:42]=[CH:41][CH:40]=3)[C:27](=[O:45])[C:26]=2[CH:25]=[C:24]([C:46]([OH:49])=[O:47])[CH:23]=1)[C:15]1[CH:16]=[CH:17][CH:18]=[CH:19][CH:20]=1 |f:0.1,2.3.4,6.7,8.9|. Procedure details: 10 g (0.06 moles) of radical 2,2,6,6-tetramethyl-1-piperidinyl-oxyl (TEMPO) and 1160 ml of an aqueous solution of 120 g (1 mole) of sodium dihydrogen phosphate and 180 g (1 mole) of disodium hydrogen phosphate are added in sequence to a suspension of 333 g (0.74 moles) of 1,8-dibenzyloxy-3-(hydroxymethyl)anthraquinone in 1660 ml of acetonitrile. The reaction mixture is heated to 35° C. and a solution of 167 g (1.5 moles) of sodium chlorite 80% in 513 ml of water is added dropwise in 40-50 minute... Reported procedure: n-Butyllithium (2.5M solution in hexane, 5.6 ml) in diethylether (25 ml) was stirred at -70° C. under a nitrogen atmosphere and 2-trimethylsilylthiazole (2 g) in diethylether (25 ml) was added dropwise. After 30 minutes 3-acetylthiophene (1.93 g) in diethylether (25 ml) was added dropwise. After a further 45 minutes the mixture was allowed to warm to room temperature and then left to stir for a further 1 hour. Saturated aqueous sodium hydrogen carbonate was added and the organic layer was separa... Reaction conditions: time 45 minute. Solvent: C(C)OCC (diethylether), C(C)OCC (diethylether), C(C)OCC (diethylether). As a reaction SMILES: C([Li])CCC.C[Si](C)(C)[C:8]1[S:9][CH:10]=[CH:11][N:12]=1.[C:15]([C:18]1[CH:22]=[CH:21][S:20][CH:19]=1)(=[O:17])[CH3:16].C(=O)([O-])O.[Na+]>C(OCC)C>[S:9]1[C:10]([C:15]([C:18]2[CH:22]=[CH:21][S:20][CH:19]=2)([OH:17])[CH3:16])=[CH:11][N:12]=[CH:8]1 |f:3.4|. Reactants: C[Si](C=1SC=CN1)(C)C (2-trimethylsilylthiazole), C(C)(=O)C1=CSC=C1 (3-acetylthiophene), C(O)([O-])=O.[Na+] (sodium hydrogen carbonate), C(CCC)[Li] (n-Butyllithium). Product: S1C=NC=C1C(C)(O)C1=CSC=C1 (1-(5-Thiazolyl)-1-(3-thienyl)ethanol). Starting materials: C(CC)SCC1=NC2=C(N1CC1=CC=C(C=C1)C=1C(=CC=CC1)C(=O)OC(C)(C)C)C=CC=C2 (tert.butyl 4'-[(2-n-propylthiomethyl-benzimidazol-1-yl)-methyl]biphenyl-2-carboxylate), FC(C(=O)O)(F)F (trifluoroacetic acid). Product: C(CC)SCC1=NC2=C(N1CC1=CC=C(C=C1)C=1C(=CC=CC1)C(=O)O)C=CC=C2 (4'-[(2-n-Propylthiomethyl-benzimidazol-1-yl)-methyl]biphenyl-2-carboxylic acid). Reaction SMILES: [CH2:1]([S:4][CH2:5][C:6]1[N:10]([CH2:11][C:12]2[CH:17]=[CH:16][C:15]([C:18]3[C:19]([C:24]([O:26]C(C)(C)C)=[O:25])=[CH:20][CH:21]=[CH:22][CH:23]=3)=[CH:14][CH:13]=2)[C:9]2[CH:31]=[CH:32][CH:33]=[CH:34][C:8]=2[N:7]=1)[CH2:2][CH3:3].FC(F)(F)C(O)=O>>[CH2:1]([S:4][CH2:5][C:6]1[N:10]([CH2:11][C:12]2[CH:17]=[CH:16][C:15]([C:18]3[C:19]([C:24]([OH:26])=[O:25])=[CH:20][CH:21]=[CH:22][CH:23]=3)=[CH:14][CH:13]=2)[C:9]2[CH:31]=[CH:32][CH:33]=[CH:34][C:8]=2[N:7]=1)[CH2:2][CH3:3]. Procedure details: Prepared in analogous manner to Example 9 from tert.butyl 4'-[(2-n-propylthiomethyl-benzimidazol-1-yl)-methyl]biphenyl-2-carboxylate and trifluoroacetic acid. Starting materials: CCOCC, O=C(Cl)OCC(F)(F)F, ClCCl, CC(C)C(NC(=O)Cn1c(-c2ccc(F)cc2)ncc(N)c1=O)C(=O)C(F)(F)F, C1CCOC1, c1ccncc1. The product is CC(C)C(NC(=O)Cn1c(-c2ccc(F)cc2)ncc(NC(=O)OCC(F)(F)F)c1=O)C(=O)C(F)(F)F. RXN SMILES: [CH3:53][CH2:54][O:55][CH2:56][CH3:57].[Cl:36][C:37](=[O:38])[O:39][CH2:40][C:41]([F:42])([F:43])[F:44].[Cl:50][CH2:51][Cl:52].[NH2:1][c:2]1[cH:3][n:4][c:5](-[c:23]2[cH:24][cH:25][c:26]([F:29])[cH:27][cH:28]2)[n:6]([CH2:9][C:10](=[O:11])[NH:12][CH:13]([C:14]([C:15]([F:16])([F:17])[F:18])=[O:19])[CH:20]([CH3:21])[CH3:22])[c:7]1=[O:8].[O:45]1[CH2:46][CH2:47][CH2:48][CH2:49]1.[cH:30]1[cH:31][cH:32][n:33][cH:34][cH:35]1>>[NH:1]([c:2]1[cH:3][n:4][c:5](-[c:23]2[cH:24][cH:25][c:26]([F:29])[cH:27][cH:28]2)[n:6]([CH2:9][C:10](=[O:11])[NH:12][CH:13]([C:14]([C:15]([F:16])([F:17])[F:18])=[O:19])[CH:20]([CH3:21])[CH3:22])[c:7]1=[O:8])[C:37](=[O:38])[O:39][CH2:40][C:41]([F:42])([F:43])[F:44]. Reactants: COC=1C=C(CC2N(CCC3=C(C=CC(=C23)O)OC)CC(=O)NCC2=NC=CC=C2)C=CC1OC (2-[1-(3,4-dimethoxy-benzyl)-8-hydroxy-5-methoxy-3,4-dihydro-1H-isoquinolin-2-yl]-N-(pyridin-2-yl-methyl)-acetamide), BrC(C)CC (2-bromo-butane). The product is COC=1C=C(CC2N(CCC3=C(C=CC(=C23)OC(C)CC)OC)CC(=O)NCC2=NC=CC=C2)C=CC1OC (2-[1-(3,4-dimethoxy-benzyl)-8-(but-2-oxy)-5-methoxy-3,4-dihydro-1H-isoquinolin-2-yl]-N-(pyridin-2-yl-methyl)-acetamide). RXN SMILES: [CH3:1][O:2][C:3]1[CH:4]=[C:5]([CH:31]=[CH:32][C:33]=1[O:34][CH3:35])[CH2:6][CH:7]1[C:16]2[C:11](=[C:12]([O:18][CH3:19])[CH:13]=[CH:14][C:15]=2[OH:17])[CH2:10][CH2:9][N:8]1[CH2:20][C:21]([NH:23][CH2:24][C:25]1[CH:30]=[CH:29][CH:28]=[CH:27][N:26]=1)=[O:22].Br[CH:37]([CH2:39][CH3:40])[CH3:38]>>[CH3:1][O:2][C:3]1[CH:4]=[C:5]([CH:31]=[CH:32][C:33]=1[O:34][CH3:35])[CH2:6][CH:7]1[C:16]2[C:11](=[C:12]([O:18][CH3:19])[CH:13]=[CH:14][C:15]=2[O:17][CH:37]([CH2:39][CH3:40])[CH3:38])[CH2:10][CH2:9][N:8]1[CH2:20][C:21]([NH:23][CH2:24][C:25]1[CH:30]=[CH:29][CH:28]=[CH:27][N:26]=1)=[O:22]. Procedure details: prepared by reaction of 2-[1-(3,4-dimethoxy-benzyl)-8-hydroxy-5-methoxy-3,4-dihydro-1H-isoquinolin-2-yl]-N-(pyridin-2-yl-methyl)-acetamide with 2-bromo-butane Reactants: [OH-].[Na+] (NaOH), C(C)(=O)SCC(C(=O)OCC)C (ethyl 3-(acetyl-thio)-2-methylpropanoate), NH4OAc. Solvent: CO (MeOH). Reaction conditions: time 30 minute. Product: SCC(C(=O)OCC)C (Ethyl 3-mercapto-2-methylpropanoate). Yield: 82.2%. Reaction SMILES: [OH-].[Na+].C([S:6][CH2:7][CH:8]([CH3:14])[C:9]([O:11][CH2:12][CH3:13])=[O:10])(=O)C>CO>[SH:6][CH2:7][CH:8]([CH3:14])[C:9]([O:11][CH2:12][CH3:13])=[O:10] |f:0.1|. Procedure details: At -20° C., 3N NaOH (150 mL, 450 mmol) was added dropwise to a solution of ethyl 3-(acetyl-thio)-2-methylpropanoate (66.47 g, 349 mmol, Step 1) in 700 mL of MeOH and the mixture was stirred at that temperature for 30 min. 25% Aq NH4OAc was then added and the title thiol was extracted with EtOAc, dried over MgSO4, concentrated and distilled to yield 42.52 g (82%) of the title compound as an oil; bp: 96-98° C./15 mmHg. 1H NMR (CDC13): δ1.21-1.36 (6H, m), 1.50 (1H, t, SH), 2.66 (2H, m), 2.81 (1H, m... Reactants: CCOC(=O)C#CC(O)c1ccc(Cl)cc1[N+](=O)[O-], ClCCl. The product is CCOC(=O)C#CC(=O)c1ccc(Cl)cc1[N+](=O)[O-]. Reaction SMILES: [Cl:1][c:2]1[cH:3][c:4]([N+:17](=[O:18])[O-:19])[c:5]([CH:8]([C:9]#[C:10][C:11](=[O:12])[O:13][CH2:14][CH3:15])[OH:16])[cH:6][cH:7]1.[Cl:20][CH2:21][Cl:22]>>[Cl:1][c:2]1[cH:3][c:4]([N+:17](=[O:18])[O-:19])[c:5]([C:8]([C:9]#[C:10][C:11](=[O:12])[O:13][CH2:14][CH3:15])=[O:16])[cH:6][cH:7]1.